From a dataset of the Open Reaction Database (ORD), a public repository of structured organic reaction records. describe an organic reaction: reactants, conditions, products, and yield Starting materials: [N+](=O)([O-])C1=C(C=CC(=C1)C(F)(F)F)NC1=C(C2=C(S1)C=CC=C2)C#N (2-(2-nitro-4-trifluoromethyl-phenylamino)-benzo[b]thiophene-3-carbonitrile), [Sn](Cl)Cl (tin(II) chloride). The solvent is C(C)O (ethanol), Cl (HCl). The product is Cl.FC(C1=CC2=C(NC=3SC4=C(C3C(=N2)N)C=CC=C4)C=C1)(F)F (8-Trifluoromethyl-11H-12-thia-6,11-diaza-dibenzo[a,f]azulen-5-ylamine hydrochloride). Isolated yield 97.5%. RXN SMILES: [N+:1]([C:4]1[CH:9]=[C:8]([C:10]([F:13])([F:12])[F:11])[CH:7]=[CH:6][C:5]=1[NH:14][C:15]1[S:19][C:18]2[CH:20]=[CH:21][CH:22]=[CH:23][C:17]=2[C:16]=1[C:24]#[N:25])([O-])=O.[Sn](Cl)[Cl:27]>C(O)C.Cl>[ClH:27].[F:11][C:10]([F:13])([F:12])[C:8]1[CH:7]=[CH:6][C:5]2[NH:14][C:15]3[S:19][C:18]4[CH:20]=[CH:21][CH:22]=[CH:23][C:17]=4[C:16]=3[C:24]([NH2:25])=[N:1][C:4]=2[CH:9]=1 |f:4.5|. Reported procedure: Combine 2-(2-nitro-4-trifluoromethyl-phenylamino)-benzo[b]thiophene-3-carbonitrile (5.14 g, 14.1 mmol) and tin(II) chloride (8.05 g, 42.4 mmol) in absolute ethanol and 5N HCl (60 mL each) and reflux the suspension for 1.5 hours. Cool the reaction to ambient temperature. Collect the reaction solid by suction filtration, wash it with cold ethanol, and dry it at 40° C. under reduced pressure to give the title compound (5.083 g). Isolate a second crop of material from the initial filtrate and dry at...